Dataset: the Open Reaction Database (ORD), a public repository of structured organic reaction records. Task: describe an organic reaction: reactants, conditions, products, and yield Starting materials: CO, CI, [Na+], [OH-], CCCCn1cnnc1S. Product: CCCCn1cnnc1SC. RXN SMILES: [CH3:15][OH:16].[I:1][CH3:2].[Na+:14].[OH-:13].[SH:3][c:4]1[n:5][n:6][cH:7][n:8]1[CH2:9][CH2:10][CH2:11][CH3:12]>>[CH3:2][S:3][c:4]1[n:5][n:6][cH:7][n:8]1[CH2:9][CH2:10][CH2:11][CH3:12]. The reactants are CC(CCCCCCCCCCCCCCNC1=CC=C(C(=O)OCC)C=C1)C (ethyl 4-(15-methylhexadecyl)aminobenzoate), Cl (hydrochloric acid), [OH-].[K+] (potassium hydroxide), C(C)O (ethanol). Solvent: O (water). The product is CC(CCCCCCCCCCCCCCNC1=CC=C(C(=O)O)C=C1)C (4-(15-methylhexadecyl)aminobenzoic acid). Reaction SMILES: [CH3:1][CH:2]([CH3:29])[CH2:3][CH2:4][CH2:5][CH2:6][CH2:7][CH2:8][CH2:9][CH2:10][CH2:11][CH2:12][CH2:13][CH2:14][CH2:15][CH2:16][NH:17][C:18]1[CH:28]=[CH:27][C:21]([C:22]([O:24]CC)=[O:23])=[CH:20][CH:19]=1.[OH-].[K+].C(O)C.Cl>O>[CH3:1][CH:2]([CH3:29])[CH2:3][CH2:4][CH2:5][CH2:6][CH2:7][CH2:8][CH2:9][CH2:10][CH2:11][CH2:12][CH2:13][CH2:14][CH2:15][CH2:16][NH:17][C:18]1[CH:19]=[CH:20][C:21]([C:22]([OH:24])=[O:23])=[CH:27][CH:28]=1 |f:1.2|. Procedure: A solution of 3.5 g. of ethyl 4-(15-methylhexadecyl)aminobenzoate and 1.7 g. of 85% potassium hydroxide in 50 ml. of 95% ethanol is heated at reflux for 5 hours. The warm solution is diluted with 100 ml. water and adjusted to pH5 with 37% hydrochloric acid. The precipitate is collected, dried, and crystallized from acetic acid to yield the title compound as an amorphous, cream-colored solid. Product: 17,20-carboxycyclic acetal pregnane, C(C)(=O)C(C(=O)OC)CC (methyl acetylbutyrate). RXN SMILES: C[C@@:2]12[C@@:10](O)([C:11]([CH2:13]O)=[O:12])[CH2:9][CH2:8][C@H]1[C@@H]1CCC3[C@@](C)([C@H]1[C@@H](O)C2)C=CC(=O)C=3.C(NC(=O)[C@H](O)[C@]1(O)[C@]2(C)[C@H]([C@H]3[C@H]([C@@H:48]([OH:52])C2)[C@]2(C)C(=CC(=O)C=C2)CC3)CC1)CC.Cl(O)(=O)(=O)=[O:58]>>[C:11]([CH:10]([CH2:9][CH3:8])[C:2]([O:52][CH3:48])=[O:58])(=[O:12])[CH3:13]. Procedure: Prednisolone with 20-hydroxy and 20-carboxamide groups are known, e.g., (VI) (20R)-21-(n-propylamino)-11β,17, 20-trihydroxy-3,21-dioxo-1,4-pregnadiene; and (VI) is reacted with an alkyl acetylalkanoate or alkyl formylalkanoate in the presence of catalytic amount of perchloric acid to produce the corresponding 17,20-carboxycyclic acetal pregnane derivatives, e.g., when methyl acetylbutyrate is used the product is (VII) (20R)-21-(n-propylamino)-11β-hydroxy-3,21-dioxo-17,20-(methyl, methoxycarbony-... Reactants: C[C@]12C[C@@H]([C@H]3[C@H]([C@@H]1CC[C@@]2(C(=O)CO)O)CCC4=CC(=O)C=C[C@]34C)O (Prednisolone), C(CC)NC([C@@H]([C@]1(CC[C@H]2[C@@H]3CCC4=CC(C=C[C@]4(C)[C@H]3[C@H](C[C@]12C)O)=O)O)O)=O ((20R)-21-(n-propylamino)-11β,17, 20-trihydroxy-3,21-dioxo-1,4-pregnadiene), C(CC)NC([C@@H]([C@]1(CC[C@H]2[C@@H]3CCC4=CC(C=C[C@]4(C)[C@H]3[C@H](C[C@]12C)O)=O)O)O)=O ((20R)-21-(n-propylamino)-11β,17, 20-trihydroxy-3,21-dioxo-1,4-pregnadiene), alkyl acetylalkanoate, alkyl formylalkanoate, Cl(=O)(=O)(=O)O (perchloric acid). Reaction SMILES: [C:1]1([Mg]Br)[CH:6]=[CH:5][CH:4]=[CH:3][CH:2]=1.Cl.[CH2:10]([CH2:17][NH:18][CH2:19][CH:20]1[CH2:29][CH2:28][C:27]2[C:22](=[CH:23][CH:24]=[C:25]([F:30])[CH:26]=2)[C:21]1=[O:31])[C:11]1[CH:16]=[CH:15][CH:14]=[CH:13][CH:12]=1.O>C(OCC)C>[CH2:10]([CH2:17][NH:18][CH2:19][CH:20]1[CH2:29][CH2:28][C:27]2[C:22](=[CH:23][CH:24]=[C:25]([F:30])[CH:26]=2)[C:21]1([C:1]1[CH:6]=[CH:5][CH:4]=[CH:3][CH:2]=1)[OH:31])[C:11]1[CH:16]=[CH:15][CH:14]=[CH:13][CH:12]=1 |f:1.2|. Procedure details: Phenylmagnesium bromide (3 M solution in diethyl ether, 9 cm3) was added to dry diethyl ether (20 cm3) under nitrogen with stirring. This was then cooled to below 0° C. (salt-ice bath) and 2-(N-benzylmethylamino)methyl-6-fluoro-3,4-dihydro-2H-naphthalene-1-one hydrochloride was added in small portions at such a rate as to maintain the temperature below 0° C. (approx. 15 mins). The reaction mixture was stirred for a further 1 h at 0° C. and then poured onto ice. Water (100 cm3) and diethyl ether ... Yields the product C(C1=CC=CC=C1)CNCC1C(C2=CC=C(C=C2CC1)F)(O)C1=CC=CC=C1 (2-(N-Benzylmethylamino)methyl-6-fluoro-1-phenyl-1,2,3,4-tetrahydronaphthalene-1-ol). Run in C(C)OCC (diethyl ether), C(C)OCC (diethyl ether). Reactants: C1(=CC=CC=C1)[Mg]Br (Phenylmagnesium bromide), O (Water), salt-ice, Cl.C(C1=CC=CC=C1)CNCC1C(C2=CC=C(C=C2CC1)F)=O (2-(N-benzylmethylamino)methyl-6-fluoro-3,4-dihydro-2H-naphthalene-1-one hydrochloride). Starting materials: COC(=O)c1cccc([N+](=O)[O-])c1N(Cc1ccc(-c2ccccc2-c2nnnn2Cc2ccccc2)cc1)C(=O)OC(C)(C)C, CO. The product is COC(=O)c1cccc([N+](=O)[O-])c1NCc1ccc(-c2ccccc2-c2nnnn2Cc2ccccc2)cc1. Reaction SMILES: [C:1]([O:2][C:3](=[O:4])[N:8]([CH2:9][c:10]1[cH:11][cH:12][c:13](-[c:16]2[c:17](-[c:22]3[n:23][n:24][n:25][n:26]3[CH2:27][c:28]3[cH:29][cH:30][cH:31][cH:32][cH:33]3)[cH:18][cH:19][cH:20][cH:21]2)[cH:14][cH:15]1)[c:34]1[c:35]([C:36](=[O:37])[O:38][CH3:39])[cH:40][cH:41][cH:42][c:43]1[N+:44](=[O:45])[O-:46])([CH3:5])([CH3:6])[CH3:7].[CH3:47][OH:48]>>[NH:8]([CH2:9][c:10]1[cH:11][cH:12][c:13](-[c:16]2[c:17](-[c:22]3[n:23][n:24][n:25][n:26]3[CH2:27][c:28]3[cH:29][cH:30][cH:31][cH:32][cH:33]3)[cH:18][cH:19][cH:20][cH:21]2)[cH:14][cH:15]1)[c:34]1[c:35]([C:36](=[O:37])[O:38][CH3:39])[cH:40][cH:41][cH:42][c:43]1[N+:44](=[O:45])[O-:46]. The reactants are COC(C(C\C=C\C1=CC=C(C=C1)C1(CCOCC1)COC)NC(C1=C(C=CC=C1Cl)Cl)=O)=O ((E)-2-(2,6-dichlorobenzamido)-5-[4-(tetrahydro-4-(methoxymethyl)-2H-pyran-4-yl)phenyl]pent-4-enoic acid methyl ester), [OH-].[Na+] (sodium hydroxide). The solvent is C1CCOC1 (THF). Reaction conditions: time 2 hour. The product is [Na+].ClC1=C(C(=O)NC(C(=O)[O-])C\C=C\C2=CC=C(C=C2)C2(CCOCC2)COC)C(=CC=C1)Cl ((E)-2-(2,6-dichlorobenzamido)-5-[4-(tetrahydro-4-(methoxymethyl)-2H-pyran-4-yl)phenyl]pent-4-enoic acid sodium salt). As a reaction SMILES: C[O:2][C:3](=[O:34])[CH:4]([NH:23][C:24](=[O:33])[C:25]1[C:30]([Cl:31])=[CH:29][CH:28]=[CH:27][C:26]=1[Cl:32])[CH2:5]/[CH:6]=[CH:7]/[C:8]1[CH:13]=[CH:12][C:11]([C:14]2([CH2:20][O:21][CH3:22])[CH2:19][CH2:18][O:17][CH2:16][CH2:15]2)=[CH:10][CH:9]=1.[OH-].[Na+:36]>C1COCC1>[Na+:36].[Cl:32][C:26]1[CH:27]=[CH:28][CH:29]=[C:30]([Cl:31])[C:25]=1[C:24]([NH:23][CH:4]([CH2:5]/[CH:6]=[CH:7]/[C:8]1[CH:13]=[CH:12][C:11]([C:14]2([CH2:20][O:21][CH3:22])[CH2:15][CH2:16][O:17][CH2:18][CH2:19]2)=[CH:10][CH:9]=1)[C:3]([O-:34])=[O:2])=[O:33] |f:1.2,4.5|. Procedure: To a solution of (E)-2-(2,6-dichlorobenzamido)-5-[4-(tetrahydro-4-(methoxymethyl)-2H-pyran-4-yl)phenyl]pent-4-enoic acid methyl ester (86 mg) in THF (1.7 ml), 0.1N aqueous sodium hydroxide solution (1.7 ml) was added, and the resulting mixture was stirred at room temperature for 2 hours. After washing the reaction solution with ether, aqueous layer was concentrated to obtain (E)-2-(2,6-dichlorobenzamido)-5-[4-(tetrahydro-4-(methoxymethyl)-2H-pyran-4-yl)phenyl]pent-4-enoic acid sodium salt (66 mg... Reactants: BrCc1ccccc1, Fc1cc2nc(-c3cccnc3Cl)[nH]c2cc1F. The product is Fc1cc2nc(-c3cccnc3Cl)n(Cc3ccccc3)c2cc1F. Reaction SMILES: [Br:19][CH2:20][c:21]1[cH:22][cH:23][cH:24][cH:25][cH:26]1.[Cl:1][c:2]1[n:3][cH:4][cH:5][cH:6][c:7]1-[c:8]1[n:9][c:10]2[c:11]([nH:12]1)[cH:13][c:14]([F:18])[c:15]([F:17])[cH:16]2>>[Cl:1][c:2]1[n:3][cH:4][cH:5][cH:6][c:7]1-[c:8]1[n:9][c:10]2[c:11]([n:12]1[CH2:20][c:21]1[cH:22][cH:23][cH:24][cH:25][cH:26]1)[cH:13][c:14]([F:18])[c:15]([F:17])[cH:16]2.